This data is from the Open Reaction Database (ORD), a public repository of structured organic reaction records. The task is: describe an organic reaction: reactants, conditions, products, and yield Starting materials: CC(=O)OCC(=O)Cl, CCOC(C)=O, CNc1c(I)c(C(=O)Cl)c(I)c(C(=O)Cl)c1I. Product: CC(=O)OCC(=O)N(C)c1c(I)c(C(=O)Cl)c(I)c(C(=O)Cl)c1I. Reaction SMILES: [C:18]([CH3:19])(=[O:20])[O:21][CH2:22][C:23](=[O:24])[Cl:25].[CH3:26][CH2:27][O:28][C:29](=[O:30])[CH3:31].[I:1][c:2]1[c:3]([C:4](=[O:5])[Cl:6])[c:7]([I:17])[c:8]([NH:15][CH3:16])[c:9]([I:14])[c:10]1[C:11](=[O:12])[Cl:13]>>[I:1][c:2]1[c:3]([C:4](=[O:5])[Cl:6])[c:7]([I:17])[c:8]([N:15]([CH3:16])[C:23]([CH2:22][O:21][C:18]([CH3:19])=[O:20])=[O:24])[c:9]([I:14])[c:10]1[C:11](=[O:12])[Cl:13].